This data is from the Open Reaction Database (ORD), a public repository of structured organic reaction records. The task is: describe an organic reaction: reactants, conditions, products, and yield Reaction SMILES: [Br:1][C:2]1[CH:7]=[C:6]([NH2:8])[N:5]=[C:4]([NH2:9])[CH:3]=1.C1(C)C=C(C)C=C(C)C=1S(O[NH2:22])(=O)=O.[CH3:24][C:25]1[CH:29]=[CH:28][S:27][C:26]=1[CH:30]=O>>[Br:1][C:2]1[CH:7]=[C:6]([NH2:8])[N:5]2[N:22]=[C:30]([C:26]3[S:27][CH:28]=[CH:29][C:25]=3[CH3:24])[N:9]=[C:4]2[CH:3]=1. Reported procedure: The title compound, MS m/e (%): 309 (M+, 100), was prepared in accordance with the general method of example 63 from 4-bromo-pyridine-2,6-diamine, O-mesitylene-sulfonylhydroxylamine, and 3-methylthiophene-2-carboxaldehyde. The purification was performed with reversed phase HPLC eluting with an acetonitrile/water gradient. Reactants: BrC1=CC(=NC(=C1)N)N (4-bromo-pyridine-2,6-diamine), C1(=C(C(=CC(=C1)C)C)S(=O)(=O)ON)C (O-mesitylene-sulfonylhydroxylamine), CC1=C(SC=C1)C=O (3-methylthiophene-2-carboxaldehyde). Yields the product BrC1=CC=2N(C(=C1)N)N=C(N2)C=2SC=CC2C (7-Bromo-2-(3-methyl-thiophen-2-yl)-[1,2,4]triazolo[1,5-a]pyridin-5-ylamine). Starting materials: [N+](=O)([O-])C=1C(=C2C(=NC1)OCC2)N2C[C@H](CCC2)NC(OC(C)(C)C)=O (tert-butyl [(3S)-1-(5-nitro-2,3-dihydrofuro[2,3-b]pyridin-4-yl)piperidin-3-yl]carbamate). Reagents/catalysts: [Pd] (Pd on carbon). Run in CO (MeOH). Reaction conditions: time 14 hour. The product is NC=1C(=C2C(=NC1)OCC2)N2C[C@H](CCC2)NC(OC(C)(C)C)=O (tert-Butyl [(3S)-1-(5-amino-2,3-dihydrofuro[2,3-b]pyridin-4-yl)piperidin-3-yl]carbamate). Yield: 102.8%. Reaction SMILES: [N+:1]([C:4]1[C:5]([N:13]2[CH2:18][CH2:17][CH2:16][C@H:15]([NH:19][C:20](=[O:26])[O:21][C:22]([CH3:25])([CH3:24])[CH3:23])[CH2:14]2)=[C:6]2[CH2:12][CH2:11][O:10][C:7]2=[N:8][CH:9]=1)([O-])=O>CO.[Pd]>[NH2:1][C:4]1[C:5]([N:13]2[CH2:18][CH2:17][CH2:16][C@H:15]([NH:19][C:20](=[O:26])[O:21][C:22]([CH3:24])([CH3:23])[CH3:25])[CH2:14]2)=[C:6]2[CH2:12][CH2:11][O:10][C:7]2=[N:8][CH:9]=1. Reported procedure: To a solution of tert-butyl [(3S)-1-(5-nitro-2,3-dihydrofuro[2,3-b]pyridin-4-yl)piperidin-3-yl]carbamate (411.2 mg, 1.128 mmol) in MeOH (5.00 mL) under a nitrogen atmosphere was added 10% Pd on carbon (108.7 mg, 0.1021 mmol). The reaction mixture was hydrogenated at 1 atm. for 14 h. The mixture was then filtered through a pad of diatomaceous earth (eluted with MeOH). The filtrate was concentrated under reduced pressure to give the sub-title compound as an off-white solid (387.9 mg) which was use... The reactants are COC(=O)CCc1cn(Cc2ccc(OCc3nc(-c4cccs4)oc3C)cc2)nc1-c1ccccc1, CO, Cl, [Li+], C1CCOC1, [OH-], O, O. Product: Cc1oc(-c2cccs2)nc1COc1ccc(Cn2cc(CCC(=O)O)c(-c3ccccc3)n2)cc1. Reaction SMILES: [CH3:1][c:2]1[c:3]([CH2:12][O:13][c:14]2[cH:15][cH:16][c:17]([CH2:18][n:19]3[n:20][c:21](-[c:30]4[cH:31][cH:32][cH:33][cH:34][cH:35]4)[c:22]([CH2:24][CH2:25][C:26](=[O:27])[O:28][CH3:29])[cH:23]3)[cH:36][cH:37]2)[n:4][c:5](-[c:7]2[s:8][cH:9][cH:10][cH:11]2)[o:6]1.[CH3:47][OH:48].[ClH:46].[Li+:40].[O:41]1[CH2:42][CH2:43][CH2:44][CH2:45]1.[OH-:39].[OH2:38].[OH2:49]>>[CH3:1][c:2]1[c:3]([CH2:12][O:13][c:14]2[cH:15][cH:16][c:17]([CH2:18][n:19]3[n:20][c:21](-[c:30]4[cH:31][cH:32][cH:33][cH:34][cH:35]4)[c:22]([CH2:24][CH2:25][C:26](=[O:27])[OH:28])[cH:23]3)[cH:36][cH:37]2)[n:4][c:5](-[c:7]2[s:8][cH:9][cH:10][cH:11]2)[o:6]1. Reaction SMILES: [NH2:1][C:2]1[CH:3]=[C:4]([C:12]2[O:13][C:14]3[CH:20]=[CH:19][C:18]([F:21])=[CH:17][C:15]=3[N:16]=2)[C:5]([NH:8][CH2:9][CH2:10][CH3:11])=[CH:6][CH:7]=1.[CH:22]1[C:27]([C:28]([OH:30])=[O:29])=[CH:26][C:25]2[C:31]([O:33][C:34](=O)[C:24]=2[CH:23]=1)=[O:32]>>[F:21][C:18]1[CH:19]=[CH:20][C:14]2[O:13][C:12]([C:4]3[CH:3]=[C:2]([N:1]4[C:31](=[O:32])[C:25]5[C:24](=[CH:23][CH:22]=[C:27]([C:28]([OH:30])=[O:29])[CH:26]=5)[C:34]4=[O:33])[CH:7]=[CH:6][C:5]=3[NH:8][CH2:9][CH2:10][CH3:11])=[N:16][C:15]=2[CH:17]=1. Reactants: NC=1C=C(C(=CC1)NCCC)C=1OC2=C(N1)C=C(C=C2)F (2-(3-amino-6-propylaminophenyl)-5-fluorobenzoxazole), C1=CC2=C(C=C1C(=O)O)C(=O)OC2=O (1,2,4-benzenetricarboxylic anhydride). Procedure details: Prepared by the method of Example 15f), from 2-(3-amino-6-propylaminophenyl)-5-fluorobenzoxazole (114 mg, 0.4 mmol) and 1,2,4-benzenetricarboxylic anhydride (96 mg, 0.5 mmol) the title compound was obtained (107 mg, 58%). 1H NMR (DMSO) δ 8.40(m, 2H), 8.30(s, 1H), 8.08(m, 2H), 7.79(m, 1H), 7.70(dd, 1H), 7.48(dd, 1H), 7.28(m, 1H), 7.05(d, 1H), 3.34(m, 2H), 1.74(m, 2H), 1.05(t, 3H). MS 457.6 m/z (M−H)−. The product is FC=1C=CC2=C(N=C(O2)C=2C=C(C=CC2NCCC)N2C(C3=CC=C(C=C3C2=O)C(=O)O)=O)C1 (2-[3-(5-Fluorobenzoxazol-2-yl)-4-propylaminophenyl]-1,3-dioxo-2,3-dihydro-1H-isoindole-5-carboxylic acid).